Task: describe an organic reaction: reactants, conditions, products, and yield. Dataset: the Open Reaction Database (ORD), a public repository of structured organic reaction records Reactants: C(C)(=O)O[C@H]1[C@@H](O[C@@H]([C@H]([C@@H]1OC(C)=O)OC(C)=O)COC(C)=O)C1=CC(=C(C=C1)C)CC=1SC(=CC1)Br (1-(2,3,4,6-tetra-O-acetyl-β-D-glucopyranosyl)-3-(5-bromo-2-thienylmethyl)-4-methylbenzene), FC=1C=C(C=CC1F)B(O)O (3,4-difluorophenylboronic acid). Product: C(C)(=O)O[C@H]1[C@@H](O[C@@H]([C@H]([C@@H]1OC(C)=O)OC(C)=O)COC(C)=O)C1=CC(=C(C=C1)C)CC=1SC(=CC1)C1=CC(=C(C=C1)F)F (1-(2,3,4,6-tetra-O-acetyl-β-D-glucopyranosyl)-3-(5-(3,4-difluorophenyl)-2-thienylmethyl)-4-methylbenzene). Reaction SMILES: [C:1]([O:4][C@@H:5]1[C@@H:10]([O:11][C:12](=[O:14])[CH3:13])[C@H:9]([O:15][C:16](=[O:18])[CH3:17])[C@@H:8]([CH2:19][O:20][C:21](=[O:23])[CH3:22])[O:7][C@H:6]1[C:24]1[CH:29]=[CH:28][C:27]([CH3:30])=[C:26]([CH2:31][C:32]2[S:33][C:34](Br)=[CH:35][CH:36]=2)[CH:25]=1)(=[O:3])[CH3:2].[F:38][C:39]1[CH:40]=[C:41](B(O)O)[CH:42]=[CH:43][C:44]=1[F:45]>>[C:1]([O:4][C@@H:5]1[C@@H:10]([O:11][C:12](=[O:14])[CH3:13])[C@H:9]([O:15][C:16](=[O:18])[CH3:17])[C@@H:8]([CH2:19][O:20][C:21](=[O:23])[CH3:22])[O:7][C@H:6]1[C:24]1[CH:29]=[CH:28][C:27]([CH3:30])=[C:26]([CH2:31][C:32]2[S:33][C:34]([C:42]3[CH:41]=[CH:40][C:39]([F:38])=[C:44]([F:45])[CH:43]=3)=[CH:35][CH:36]=2)[CH:25]=1)(=[O:3])[CH3:2]. Procedure: 1-(2,3,4,6-tetra-O-acetyl-β-D-glucopyranosyl)-3-(5-bromo-2-thienylmethyl)-4-methylbenzene obtained in Example 159-(1) and 3,4-difluorophenylboronic acid were treated in a manner similar to Example 168-(1) to give 1-(2,3,4,6-tetra-O-acetyl-β-D-glucopyranosyl)-3-(5-(3,4-difluorophenyl)-2-thienylmethyl)-4-methylbenzene as colorless crystals. APCI-Mass m/Z 648 (M+NH4). (2) The above 1-(2,3,4,6-tetra-O-acetyl-β-D-glucopyranosyl)-3-(5-(3,4-difluorophenyl)-2-thienylmethyl)-4-methylbenzene was treated i... Reactants: BrC1=C(C=C(C=C1)C=1OC=CN1)O (2-Bromo-5-(2-oxazolyl)phenol), C([O-])([O-])=O.[K+].[K+] (potassium carbonate), BrCCCC1=CC=CC=C1 (1-bromo-3-phenyl propane), O (water). Solvent: CN(C)C=O (DMF). Conditions: time 15 hour. Yields the product BrC1=C(C=C(C=C1)C=1OC=CN1)OCCCC1=CC=CC=C1 (2-[4-Bromo-3-(3-phenylpropoxy)phenyl]oxazole). Isolated yield 51.0%. As a reaction SMILES: [Br:1][C:2]1[CH:7]=[CH:6][C:5]([C:8]2[O:9][CH:10]=[CH:11][N:12]=2)=[CH:4][C:3]=1[OH:13].C(=O)([O-])[O-].[K+].[K+].Br[CH2:21][CH2:22][CH2:23][C:24]1[CH:29]=[CH:28][CH:27]=[CH:26][CH:25]=1.O>CN(C=O)C>[Br:1][C:2]1[CH:7]=[CH:6][C:5]([C:8]2[O:9][CH:10]=[CH:11][N:12]=2)=[CH:4][C:3]=1[O:13][CH2:21][CH2:22][CH2:23][C:24]1[CH:29]=[CH:28][CH:27]=[CH:26][CH:25]=1 |f:1.2.3|. Procedure: To a solution of the title compound of Step (A) (0.42 g, 1.75 mmol) in 5 mL of DMF at 50° C., anhydrous potassium carbonate (0.29 g, 2.09 mmol) and 1-bromo-3-phenyl propane (0.52 g, 2.63 mmol) were added and stirred for 15 hr. The mixture was then added to 25 mL water and the solution was extracted with 3×25 mL EtOAc. The combined organic extracts were washed with water and dried and evaporated. The residue thus obtained was chromatographed on 25 g of silica gel using 3:1 hexane:EtOAc to afford ...